Dataset: the Open Reaction Database (ORD), a public repository of structured organic reaction records. Task: describe an organic reaction: reactants, conditions, products, and yield The reactants are CC(=O)[O-], CC(=O)[O-], CC1Cc2cccc(Cl)c2C1=O, [Na+], [Na+], O=C([O-])[O-], O, OB(O)c1ccccc1, [Pd+2]. Product: CC1Cc2cccc(-c3ccccc3)c2C1=O. As a reaction SMILES: [C:28]([O-:29])(=[O:30])[CH3:31].[C:33]([O-:34])(=[O:35])[CH3:36].[Cl:1][c:2]1[cH:3][cH:4][cH:5][c:6]2[c:10]1[C:9](=[O:11])[CH:8]([CH3:12])[CH2:7]2.[Na+:22].[Na+:23].[O-:24][C:25](=[O:26])[O-:27].[OH2:37].[OH:13][B:14]([OH:15])[c:16]1[cH:17][cH:18][cH:19][cH:20][cH:21]1.[Pd+2:32]>>[c:2]1(-[c:16]2[cH:17][cH:18][cH:19][cH:20][cH:21]2)[cH:3][cH:4][cH:5][c:6]2[c:10]1[C:9](=[O:11])[CH:8]([CH3:12])[CH2:7]2. Starting materials: F[B-](F)(F)F, CCN(C(C)C)C(C)C, C1CCOC1, CS(=O)(=O)N1CCC(C2CCNCC2)CC1, CCOC(C)=O, O=C(O)C(Cc1cc(Br)c(O)c(Br)c1)OC(=O)N1CCC(N2CCc3ccccc3NC2=O)CC1, CN(C)C(On1nnc2ccccc21)=[N+](C)C. Product: CS(=O)(=O)N1CCC(C2CCN(C(=O)C(Cc3cc(Br)c(O)c(Br)c3)OC(=O)N3CCC(N4CCc5ccccc5NC4=O)CC3)CC2)CC1. Reaction SMILES: [B-:36]([F:37])([F:38])([F:39])[F:40].[CH2:58]([N:59]([CH:60]([CH3:61])[CH3:62])[CH:63]([CH3:64])[CH3:65])[CH3:66].[CH2:83]1[O:84][CH2:85][CH2:86][CH2:87]1.[CH3:67][S:68](=[O:69])(=[O:70])[N:71]1[CH2:72][CH2:73][CH:74]([CH:77]2[CH2:78][CH2:79][NH:80][CH2:81][CH2:82]2)[CH2:75][CH2:76]1.[CH3:88][CH2:89][O:90][C:91]([CH3:92])=[O:93].[O:1]=[C:2]1[NH:3][c:4]2[c:5]([cH:32][cH:33][cH:34][cH:35]2)[CH2:6][CH2:7][N:8]1[CH:9]1[CH2:10][CH2:11][N:12]([C:15](=[O:16])[O:17][CH:18]([CH2:19][c:20]2[cH:21][c:22]([Br:28])[c:23]([OH:27])[c:24]([Br:26])[cH:25]2)[C:29](=[O:30])[OH:31])[CH2:13][CH2:14]1.[n:41]1([O:42][C:43]([N:44]([CH3:45])[CH3:46])=[N+:47]([CH3:48])[CH3:49])[c:50]2[cH:51][cH:52][cH:53][cH:54][c:55]2[n:56][n:57]1>>[O:1]=[C:2]1[NH:3][c:4]2[c:5]([cH:32][cH:33][cH:34][cH:35]2)[CH2:6][CH2:7][N:8]1[CH:9]1[CH2:10][CH2:11][N:12]([C:15](=[O:16])[O:17][CH:18]([CH2:19][c:20]2[cH:21][c:22]([Br:28])[c:23]([OH:27])[c:24]([Br:26])[cH:25]2)[C:29](=[O:30])[N:80]2[CH2:79][CH2:78][CH:77]([CH:74]3[CH2:73][CH2:72][N:71]([S:68]([CH3:67])(=[O:69])=[O:70])[CH2:76][CH2:75]3)[CH2:82][CH2:81]2)[CH2:13][CH2:14]1. Starting materials: CC1=NN(C(=N1)C)C1=NC(=CC(=C1)C=C)C (2-(3,5-dimethyl-1H-1,2,4-triazol-1-yl)-6-methyl-4-vinylpyridine), [N+](=[N-])=CC(=O)OCC (ethyl diazoacetate). Run in C1(=CC=CC=C1)C (toluene). Yields the product CC1=NN(C(=N1)C)C1=NC(=CC(=C1)[C@H]1[C@@H](C1)C(=O)OCC)C (ethyl trans-2-(2-(3,5-dimethyl-1H-1,2,4-triazol-1-yl)-6-methylpyridin-4-yl)cyclopropanecarboxylate). As a reaction SMILES: [CH3:1][C:2]1[N:6]=[C:5]([CH3:7])[N:4]([C:8]2[CH:13]=[C:12]([CH:14]=[CH2:15])[CH:11]=[C:10]([CH3:16])[N:9]=2)[N:3]=1.[N+](=[CH:19][C:20]([O:22][CH2:23][CH3:24])=[O:21])=[N-]>C1(C)C=CC=CC=1>[CH3:1][C:2]1[N:6]=[C:5]([CH3:7])[N:4]([C:8]2[CH:13]=[C:12]([C@@H:14]3[CH2:15][C@H:19]3[C:20]([O:22][CH2:23][CH3:24])=[O:21])[CH:11]=[C:10]([CH3:16])[N:9]=2)[N:3]=1. Procedure details: To a solution of 2-(3,5-dimethyl-1H-1,2,4-triazol-1-yl)-6-methyl-4-vinylpyridine (25-1) (200 mg, 0.933 mmol) in toluene (8 mL) was added at reflux ethyl diazoacetate (852 mg, 7.47 mmol) in three portions over 4 hours. The mixture was refluxed for another 2 hours, cooled to room temperature, and concentrated. The residue was purified by silica gel column chromatography (0-70% ethyl acetate in hexanes) to give ethyl trans-2-(2-(3,5-dimethyl-1H-1,2,4-triazol-1-yl)-6-methylpyridin-4-yl)cyclopropanec...